Dataset: the Open Reaction Database (ORD), a public repository of structured organic reaction records. Task: describe an organic reaction: reactants, conditions, products, and yield Run at time 5 hour. Procedure: To a solution of 2-nitroxyethylamine hydrochloride (314 mg, 2.20 mmol) in methanol (3 ml) was added sodium methoxide (115 mg, 2.13 mmol) followed by a solution of propyl N-cyano-6-diethylamino-3-pyridinecarboximidate (370 mg, 1.42 mmol) in methanol (2 ml), and the mixture was stirred at room temperature for 5 hours. After the reaction was completed, the reaction mixture was concentrated to dryness under reduced pressure. The residue was suspended in water and extracted with ethyl acetate. The et... Yields the product C(#N)NC(=NCCO[N+](=O)[O-])C=1C=NC(=CC1)N(CC)CC (N-cyano-6-diethylamino-N'-(2-nitroxyethyl),3-pyridinecarboximidamide). As a reaction SMILES: Cl.[O:2]([CH2:6][CH2:7][NH2:8])[N+:3]([O-:5])=[O:4].C[O-].[Na+].[C:12]([N:14]=[C:15]([C:20]1[CH:21]=[N:22][C:23]([N:26]([CH2:29][CH3:30])[CH2:27][CH3:28])=[CH:24][CH:25]=1)OCCC)#[N:13]>CO>[C:12]([NH:14][C:15]([C:20]1[CH:21]=[N:22][C:23]([N:26]([CH2:29][CH3:30])[CH2:27][CH3:28])=[CH:24][CH:25]=1)=[N:8][CH2:7][CH2:6][O:2][N+:3]([O-:5])=[O:4])#[N:13] |f:0.1,2.3|. Solvent: CO (methanol), CO (methanol). Starting materials: Cl.O([N+](=O)[O-])CCN (2-nitroxyethylamine hydrochloride), C[O-].[Na+] (sodium methoxide), C(#N)N=C(OCCC)C=1C=NC(=CC1)N(CC)CC (propyl N-cyano-6-diethylamino-3-pyridinecarboximidate). Isolated yield 42.1%. Procedure details: In 180 ml. of hot water, 9.3 grams (0.06 mole) of 1-methyl-5-nitro-2-imidazolecarboxaldehyde is slurried while 6.7 grams (0.06 mole) of semicarbazide hydrochloride is added portionwise. After 15 minutes of heating, the mixture is cooled in a refrigerator overnight. The solid is then collected and washed with water and methanol, respectively, to give a yellow product, melting point 272°-273° C. (dec.). After drying at 100° for 2 hours under reduced pressure, 11.94 grams of 1-methyl-5-nitro-2-imid... The product is CN1C(=NC=C1[N+](=O)[O-])C=NNC(=O)N (1-methyl-5-nitro-2-imidazolecarboxaldehyde semicarbazone). Reaction SMILES: [CH3:1][N:2]1[C:6]([N+:7]([O-:9])=[O:8])=[CH:5][N:4]=[C:3]1[CH:10]=O.Cl.[NH2:13][NH:14][C:15]([NH2:17])=[O:16]>O>[CH3:1][N:2]1[C:6]([N+:7]([O-:9])=[O:8])=[CH:5][N:4]=[C:3]1[CH:10]=[N:13][NH:14][C:15]([NH2:17])=[O:16] |f:1.2|. Reactants: CN1C(=NC=C1[N+](=O)[O-])C=O (1-methyl-5-nitro-2-imidazolecarboxaldehyde), Cl.NNC(=O)N (semicarbazide hydrochloride). Yield: 93.8%. Run in O (water). Reactants: CC(C)(C)Oc1ccc(C(=O)O)cc1, Cl, Cl, Cl, NC1CCC(CCN2CCN(c3nccc4c3OCC4)CC2)CC1. The product is CC(C)(C)Oc1ccc(C(=O)NC2CCC(CCN3CCN(c4nccc5c4OCC5)CC3)CC2)cc1. As a reaction SMILES: [C:28]([CH3:29])([CH3:30])([CH3:31])[O:32][c:33]1[cH:34][cH:35][c:36]([C:37](=[O:38])[OH:39])[cH:40][cH:41]1.[ClH:1].[ClH:2].[ClH:3].[O:4]1[CH2:5][CH2:6][c:7]2[c:8]1[c:9]([N:13]1[CH2:14][CH2:15][N:16]([CH2:19][CH2:20][CH:21]3[CH2:22][CH2:23][CH:24]([NH2:27])[CH2:25][CH2:26]3)[CH2:17][CH2:18]1)[n:10][cH:11][cH:12]2>>[O:4]1[CH2:5][CH2:6][c:7]2[c:8]1[c:9]([N:13]1[CH2:14][CH2:15][N:16]([CH2:19][CH2:20][CH:21]3[CH2:22][CH2:23][CH:24]([NH:27][C:37]([c:36]4[cH:35][cH:34][c:33]([O:32][C:28]([CH3:29])([CH3:30])[CH3:31])[cH:41][cH:40]4)=[O:38])[CH2:25][CH2:26]3)[CH2:17][CH2:18]1)[n:10][cH:11][cH:12]2. Yield: 47.9%. Starting materials: FC1=CC2=C(C(=NO2)C2CCNCC2)C=C1 (6-fluoro-3-(4-piperidinyl)-1,2-benzisoxazole), C(=O)([O-])[O-].[K+].[K+] (K2CO3), ClCCCOC1=C(C=C(C=C1)C(C)=O)NC (1-[4-(3-chloropropoxy)-3-(methylamino)phenyl]ethanone), C(C)#N (acetonitrile). The solvent is CO.C(Cl)Cl (methanol methylene chloride), O (water). Yields the product FC1=CC2=C(C(=NO2)C2CCN(CC2)CCCOC2=C(C=C(C=C2)C(C)=O)NC)C=C1 (1-[4-[3-[4-(6-fluoro-1,2-benzisoxazol-3-yl)-1-piperidinyl]propoxy]-3-(methylamino)phenyl]ethanone). As a reaction SMILES: [F:1][C:2]1[CH:16]=[CH:15][C:5]2[C:6]([CH:9]3[CH2:14][CH2:13][NH:12][CH2:11][CH2:10]3)=[N:7][O:8][C:4]=2[CH:3]=1.C([O-])([O-])=O.[K+].[K+].Cl[CH2:24][CH2:25][CH2:26][O:27][C:28]1[CH:33]=[CH:32][C:31]([C:34](=[O:36])[CH3:35])=[CH:30][C:29]=1[NH:37][CH3:38].C(#N)C>CO.C(Cl)Cl.O>[F:1][C:2]1[CH:16]=[CH:15][C:5]2[C:6]([CH:9]3[CH2:10][CH2:11][N:12]([CH2:24][CH2:25][CH2:26][O:27][C:28]4[CH:33]=[CH:32][C:31]([C:34](=[O:36])[CH3:35])=[CH:30][C:29]=4[NH:37][CH3:38])[CH2:13][CH2:14]3)=[N:7][O:8][C:4]=2[CH:3]=1 |f:1.2.3,6.7|. Reported procedure: A mixture of 6-fluoro-3-(4-piperidinyl)-1,2-benzisoxazole (2.3 g, 10.3 mmol), K2CO3 (1.4 g, 10.3 mmol), 1-[4-(3-chloropropoxy)-3-(methylamino)phenyl]ethanone (2.5 g, 10.3 mmol), KI (0.10 g), and acetonitrile (100 ml) was stirred at reflux under nitrogen for 23 hours. The reaction was cooled to ambient temperature, poured into water, and the aqueous mixture was extracted with ethyl acetate. The ethyl acetate extract was washed twice with water, dried with MgSO4 and was concentrated to yield 4.8 g... The reactants are C1(=CC=CC=C1)C(C#N)(\C=C\CN1CCC(CC1)(C1=CC=CC=C1)C(=O)OCC)C1=CC=CC=C1 (2,2-diphenyl-5-(4-ethoxycarbonyl-4-phenylpiperidino)-3-trans-pentenenitrile), [OH-].[Na+] (sodium hydroxide), Cl (hydrochloric acid). The solvent is CO (methanol). Yields the product Cl.C1(=CC=CC=C1)C(C#N)(\C=C\CN1CCC(CC1)(C1=CC=CC=C1)C(=O)O)C1=CC=CC=C1 (2,2-diphenyl-5-(4-carboxy-4-phenylpiperidino)-3-trans-pentenenitrile hydrochloride). RXN SMILES: [C:1]1([C:7]([C:30]2[CH:35]=[CH:34][CH:33]=[CH:32][CH:31]=2)(/[CH:10]=[CH:11]/[CH2:12][N:13]2[CH2:18][CH2:17][C:16]([C:25]([O:27]CC)=[O:26])([C:19]3[CH:24]=[CH:23][CH:22]=[CH:21][CH:20]=3)[CH2:15][CH2:14]2)[C:8]#[N:9])[CH:6]=[CH:5][CH:4]=[CH:3][CH:2]=1.[OH-].[Na+].[ClH:38]>CO>[ClH:38].[C:30]1([C:7]([C:1]2[CH:6]=[CH:5][CH:4]=[CH:3][CH:2]=2)(/[CH:10]=[CH:11]/[CH2:12][N:13]2[CH2:14][CH2:15][C:16]([C:25]([OH:27])=[O:26])([C:19]3[CH:20]=[CH:21][CH:22]=[CH:23][CH:24]=3)[CH2:17][CH2:18]2)[C:8]#[N:9])[CH:35]=[CH:34][CH:33]=[CH:32][CH:31]=1 |f:1.2,5.6|. Procedure details: A mixture of 1.0 part 2,2-diphenyl-5-(4-ethoxycarbonyl-4-phenylpiperidino)-3-trans-pentenenitrile, 2.5 parts sodium hydroxide and 4.2 parts methanol is heated for 16 hours at reflux. Then, the solution is cooled and stripped in vacuo. The residue is suspended in ice-cold water, treated with excess aqueous hydrochloric acid, and extracted three times with portions of methylene chloride, resulting in a fine solid at the interface. This solid is collected by filtration, washed with water, air-dried... Starting materials: FC1=CC(=CNC1=O)C(=O)OC (methyl 5-fluoro-6-oxo-1,6-dihydropyridine-3-carboxylate), O.[OH-].[Li+] (lithium hydroxide hydrate). Run in CO (MeOH), O (water). Reaction conditions: time 5 hour. Product: FC1=CC(=CNC1=O)C(=O)O (5-Fluoro-6-oxo-1,6-dihydropyridine-3-carboxylic acid). RXN SMILES: [F:1][C:2]1[C:7](=[O:8])[NH:6][CH:5]=[C:4]([C:9]([O:11]C)=[O:10])[CH:3]=1.O.[OH-].[Li+]>CO.O>[F:1][C:2]1[C:7](=[O:8])[NH:6][CH:5]=[C:4]([C:9]([OH:11])=[O:10])[CH:3]=1 |f:1.2.3|. Procedure details: To a solution of methyl 5-fluoro-6-oxo-1,6-dihydropyridine-3-carboxylate (0.876 g, 5.12 mmol) in MeOH (33 mL) and water (11 mL), was added lithium hydroxide hydrate (1.074 g, 25.6 mmol). The resulting mixture was then stirred at rt for 5 h. The mixture was concentrated and the pH was adjusted to pH=5 using concentrated HCl. The mixture was then concentrated and dried in vacuo. The resulting residue was dissolved in MeOH (20 mL) and silica gel was added. The mixture was concentrated and dried. Th... The reactants are COC=1C=CC(=CC1)P2(=S)SP(=S)(S2)C=3C=CC(=CC3)OC (Lawesson's Reagent), ClC=1C(=NC(=NC1)SC)C(=O)NNC(CC1=CC=CC=C1)=O (5-chloro-2-(methylthio)-N′-(2-phenyl-acetyl)pyrimidine-4-carbohydrazide). Run in N1=CC=CC=C1 (pyridine), O (H2O). Run at temperature 100 celsius. The product is C(C1=CC=CC=C1)C1=NN=C(S1)C1=NC(=NC=C1Cl)SC (4-(5-Benzyl-1,3,4-thiadiazol-2-yl)-5-chloro-2-(methylthio)pyrimidine). Isolated yield 47.0%. As a reaction SMILES: COC1C=CC(P2(SP(C3C=CC(OC)=CC=3)(=S)S2)=[S:10])=CC=1.[Cl:23][C:24]1[C:25]([C:32]([NH:34][NH:35][C:36](=O)[CH2:37][C:38]2[CH:43]=[CH:42][CH:41]=[CH:40][CH:39]=2)=O)=[N:26][C:27]([S:30][CH3:31])=[N:28][CH:29]=1>N1C=CC=CC=1.O>[CH2:37]([C:36]1[S:10][C:32]([C:25]2[C:24]([Cl:23])=[CH:29][N:28]=[C:27]([S:30][CH3:31])[N:26]=2)=[N:34][N:35]=1)[C:38]1[CH:43]=[CH:42][CH:41]=[CH:40][CH:39]=1. Procedure: Lawesson's Reagent (0.487 g (1.2 mmol) and 5-chloro-2-(methylthio)-N′-(2-phenyl-acetyl)pyrimidine-4-carbohydrazide (0.442 g, 1.2 mmol) were dissolved in 8 mL pyridine. This solution was heated to 100° C. for 30 h, giving −50% conversion. Upon cooling, the reaction mixture was diluted with excess H2O. The aqueous layer was extracted with EtOAc. The combined organic layers were dried with magnesium sulfate and concentrated under vacuum. Flash chromatography was used to obtain 0.190 g (47% yield) p...